This data is from the Open Reaction Database (ORD), a public repository of structured organic reaction records. The task is: describe an organic reaction: reactants, conditions, products, and yield The reactants are CC(C)N(Cc1ccc(Cl)cc1)C1CCN(C(=O)OC(C)(C)C)C1, ClCCl, O=C(O)C(F)(F)F. The product is CC(C)N(Cc1ccc(Cl)cc1)C1CCNC1. Reaction SMILES: [C:1]([O:2][C:3](=[O:4])[N:8]1[CH2:9][CH:10]([N:13]([CH:14]([CH3:15])[CH3:16])[CH2:17][c:18]2[cH:19][cH:20][c:21]([Cl:24])[cH:22][cH:23]2)[CH2:11][CH2:12]1)([CH3:5])([CH3:6])[CH3:7].[Cl:32][CH2:33][Cl:34].[OH:25][C:26]([C:27]([F:28])([F:29])[F:30])=[O:31]>>[NH:8]1[CH2:9][CH:10]([N:13]([CH:14]([CH3:15])[CH3:16])[CH2:17][c:18]2[cH:19][cH:20][c:21]([Cl:24])[cH:22][cH:23]2)[CH2:11][CH2:12]1. The reactants are [OH-].[NH4+] (ammonium hydroxide), NC=1C(=CC(=C(C1)N(C(CN(C)C)=O)C)C)OC (N1-[5-amino-2-methyl-4-(methyloxy)phenyl]-N1,N2,N2-trimethylglycinamide), Cl.ClC1=NC2=C(C3=NC4=CC=CC(=C4C(N31)=O)F)C=CN2S(=O)(=O)C2=CC=C(C=C2)C (5-chloro-8-fluoro-3-[(4-methylphenyl)sulfonyl]pyrrolo[2′,3′:4,5]pyrimido[6,1-b]quinazolin-7(3H)-one HCl salt). Solvent: C1CCOC1 (THF), FC(CO)(F)F (2,2,2-trifluoroethanol), C(C)(=O)OCC (ethyl acetate). Conditions: temperature 50 celsius, time 90 minute. Product: CN(CC(=O)N(C=1C(=CC(=C(C1)NC1=NC(=C2C(N1)=NC=C2)NC2=C(C(=O)N)C(=CC=C2)F)OC)C)C)C (2-[(2-{[5-[(N,N-dimethylglycyl)(methyl)amino]-4-methyl-2-(methyloxy)phenyl]amino}-1H-pyrrolo[2,3-d]pyrimidin-4-yl)amino]-6-fluorobenzamide). RXN SMILES: Cl.Cl[C:3]1[N:16]2[C:7](=[N:8][C:9]3[C:14]([C:15]2=[O:17])=[C:13]([F:18])[CH:12]=[CH:11][CH:10]=3)[C:6]2[CH:19]=[CH:20][N:21](S(C3C=CC(C)=CC=3)(=O)=O)[C:5]=2[N:4]=1.[NH2:32][C:33]1[C:34]([O:48][CH3:49])=[CH:35][C:36]([CH3:47])=[C:37]([N:39]([CH3:46])[C:40](=[O:45])[CH2:41][N:42]([CH3:44])[CH3:43])[CH:38]=1.[OH-].[NH4+:51]>FC(F)(F)CO.C1COCC1.C(OCC)(=O)C>[CH3:43][N:42]([CH3:44])[CH2:41][C:40]([N:39]([CH3:46])[C:37]1[C:36]([CH3:47])=[CH:35][C:34]([O:48][CH3:49])=[C:33]([NH:32][C:3]2[NH:4][C:5]3=[N:21][CH:20]=[CH:19][C:6]3=[C:7]([NH:8][C:9]3[CH:10]=[CH:11][CH:12]=[C:13]([F:18])[C:14]=3[C:15]([NH2:51])=[O:17])[N:16]=2)[CH:38]=1)=[O:45] |f:0.1,3.4|. Reported procedure: To a suspension of 5-chloro-8-fluoro-3-[(4-methylphenyl)sulfonyl]pyrrolo[2′,3′:4,5]pyrimido[6,1-b]quinazolin-7(3H)-one HCl salt (0.5 g, 1.04 mmol) in 2,2,2-trifluoroethanol (10 mL) was added N1-[5-amino-2-methyl-4-(methyloxy)phenyl]-N1,N2,N2-trimethylglycinamide (0.275 g, 1.10 mmol). The resulting mixture was let stir at 50° C. for 90 min. Solvents were then removed under reduced pressure to afford a brown residue. Half of this material was then dissolved in THF (10 mL) and aqueous ammonium hydr...